This data is from the Open Reaction Database (ORD), a public repository of structured organic reaction records. The task is: describe an organic reaction: reactants, conditions, products, and yield Starting materials: C(C(=C)C)(=O)Cl (methacryloyl chloride), C(C(=C)C)(=O)Cl (methacryloyl chloride), O (water), N1=CC=CC=C1 (pyridine), CNCCC[Si](O[Si](C)(C)C)(O[Si](C)(C)C)O[Si](C)(C)C (N-methyl-3-[tris(trimethylsiloxy)silyl]propylamine). The solvent is C(C)OCC (ethyl ether), C(C)OCC (ethyl ether). Run at time 1 hour. The product is CN(C(C(=C)C)=O)CCC[Si](O[Si](C)(C)C)(O[Si](C)(C)C)O[Si](C)(C)C (N-methyl-N-[tris(trimethylsiloxy)silyl]propylmethacrylamide). As a reaction SMILES: [CH3:1][NH:2][CH2:3][CH2:4][CH2:5][Si:6]([O:17][Si:18]([CH3:21])([CH3:20])[CH3:19])([O:12][Si:13]([CH3:16])([CH3:15])[CH3:14])[O:7][Si:8]([CH3:11])([CH3:10])[CH3:9].N1C=CC=CC=1.[C:28](Cl)(=[O:32])[C:29]([CH3:31])=[CH2:30].O>C(OCC)C>[CH3:1][N:2]([CH2:3][CH2:4][CH2:5][Si:6]([O:7][Si:8]([CH3:9])([CH3:10])[CH3:11])([O:12][Si:13]([CH3:16])([CH3:15])[CH3:14])[O:17][Si:18]([CH3:19])([CH3:21])[CH3:20])[C:28](=[O:32])[C:29]([CH3:31])=[CH2:30]. Procedure: In 200 ml of ethyl ether was dissolved 32.6 g of the N-methyl-3-[tris(trimethylsiloxy)silyl]propylamine obtained above, and the solution was added with 11 g of pyridine. The mixture was cooled in ice bath to 0°-5° C. Separately, 14.5 g of methacryloyl chloride was dissolved in 45 ml of ethyl ether. The methacryloyl chloride solution was placed in a separating funnel and dropped therefrom to the above mixture over about one hour. The mixture was continuously stirred for 16 hours. After the stirri... Reactants: CC(C)(CCC=O)[N+](=O)[O-], CC(C)O, [Na+], [Na+], O=C([O-])[O-], O=C1CNC(=O)N1, O. Product: CC(C)(CCC(O)=C1NC(=O)NC1=O)[N+](=O)[O-]. RXN SMILES: [CH3:15][C:16]([CH2:17][CH2:18][CH:19]=[O:20])([CH3:21])[N+:22](=[O:23])[O-:24].[CH:25]([OH:26])([CH3:27])[CH3:28].[Na+:10].[Na+:9].[O-:11][C:12](=[O:13])[O-:14].[O:2]=[C:3]1[CH2:4][NH:5][C:6](=[O:7])[NH:8]1.[OH2:1]>>[O:2]=[C:3]1[C:4](=[C:19]([CH2:18][CH2:17][C:16]([CH3:15])([CH3:21])[N+:22](=[O:23])[O-:24])[OH:20])[NH:5][C:6](=[O:7])[NH:8]1.